From a dataset of the Open Reaction Database (ORD), a public repository of structured organic reaction records. describe an organic reaction: reactants, conditions, products, and yield Reported procedure: A stirred solution of ethyl [trans-4-({[2-({(4S,5R)-5-[3,5-bis(trifluoromethyl)phenyl]-4-methyl-2-oxo-1,3-oxazolidin-3-yl}methyl)-4-(trifluoromethoxy)phenyl]amino}carbonyl)cyclohexyl]acetate (500 mg; 0.716 mmol) in anhydrous THF (10 mL) was cooled to 0° C. and treated with sodium hydride (60% in oil; 31.5 mg; 0.788 mmol). The resultant mixture was stirred at 0° C. for 30 min prior to addition of iodomethane (58 μL; 0.931 mmol). The reaction was stirred at room temperature for 14 h and quenched w... As a reaction SMILES: [F:1][C:2]([F:48])([F:47])[C:3]1[CH:4]=[C:5]([C@H:13]2[O:17][C:16](=[O:18])[N:15]([CH2:19][C:20]3[CH:25]=[C:24]([O:26][C:27]([F:30])([F:29])[F:28])[CH:23]=[CH:22][C:21]=3[NH:31][C:32]([C@H:34]3[CH2:39][CH2:38][C@H:37]([CH2:40][C:41]([O:43][CH2:44][CH3:45])=[O:42])[CH2:36][CH2:35]3)=[O:33])[C@H:14]2[CH3:46])[CH:6]=[C:7]([C:9]([F:12])([F:11])[F:10])[CH:8]=1.[H-].[Na+].I[CH3:52]>C1COCC1>[F:12][C:9]([F:11])([F:10])[C:7]1[CH:6]=[C:5]([C@H:13]2[O:17][C:16](=[O:18])[N:15]([CH2:19][C:20]3[CH:25]=[C:24]([O:26][C:27]([F:30])([F:28])[F:29])[CH:23]=[CH:22][C:21]=3[N:31]([CH3:52])[C:32]([C@H:34]3[CH2:39][CH2:38][C@H:37]([CH2:40][C:41]([O:43][CH2:44][CH3:45])=[O:42])[CH2:36][CH2:35]3)=[O:33])[C@H:14]2[CH3:46])[CH:4]=[C:3]([C:2]([F:1])([F:47])[F:48])[CH:8]=1 |f:1.2|. Reactants: IC (iodomethane), FC(C=1C=C(C=C(C1)C(F)(F)F)[C@@H]1[C@@H](N(C(O1)=O)CC1=C(C=CC(=C1)OC(F)(F)F)NC(=O)[C@@H]1CC[C@H](CC1)CC(=O)OCC)C)(F)F (ethyl [trans-4-({[2-({(4S,5R)-5-[3,5-bis(trifluoromethyl)phenyl]-4-methyl-2-oxo-1,3-oxazolidin-3-yl}methyl)-4-(trifluoromethoxy)phenyl]amino}carbonyl)cyclohexyl]acetate), resultant mixture, [H-].[Na+] (sodium hydride). Run at time 14 hour. The solvent is C1CCOC1 (THF). Yields the product FC(C=1C=C(C=C(C1)C(F)(F)F)[C@@H]1[C@@H](N(C(O1)=O)CC1=C(C=CC(=C1)OC(F)(F)F)N(C(=O)[C@@H]1CC[C@H](CC1)CC(=O)OCC)C)C)(F)F (ethyl (trans-4-{[[2-({(4S,5R)-5-[3,5-bis(trifluoromethyl)phenyl]-4-methyl-2-oxo-1,3-oxazolidin-3-yl}methyl)-4-(trifluoromethoxy)phenyl](methyl)amino]carbonyl}cyclohexyl)acetate). Starting materials: CCOC(=O)C(CC(C)C)c1cc(OCC2CC2)c(Cl)c(-c2ccc(C(F)(F)F)cc2)c1, C1CCOC1, CO, [Li+], [OH-], O. Yields the product CC(C)CC(C(=O)O)c1cc(OCC2CC2)c(Cl)c(-c2ccc(C(F)(F)F)cc2)c1. As a reaction SMILES: [CH2:1]([CH3:2])[O:3][C:4]([CH:5]([CH2:6][CH:7]([CH3:8])[CH3:9])[c:10]1[cH:11][c:12](-[c:22]2[cH:23][cH:24][c:25]([C:28]([F:29])([F:30])[F:31])[cH:26][cH:27]2)[c:13]([Cl:21])[c:14]([O:16][CH2:17][CH:18]2[CH2:19][CH2:20]2)[cH:15]1)=[O:32].[CH2:37]1[O:38][CH2:39][CH2:40][CH2:41]1.[CH3:35][OH:36].[Li+:34].[OH-:33].[OH2:42]>>[O:3]=[C:4]([CH:5]([CH2:6][CH:7]([CH3:8])[CH3:9])[c:10]1[cH:11][c:12](-[c:22]2[cH:23][cH:24][c:25]([C:28]([F:29])([F:30])[F:31])[cH:26][cH:27]2)[c:13]([Cl:21])[c:14]([O:16][CH2:17][CH:18]2[CH2:19][CH2:20]2)[cH:15]1)[OH:32]. Reactants: C=1(C=CN2C1C(CCC2)C(=O)OC)C(=O)OC (dimethyl 5,6,7,8-tetrahydropyrrolo[1,2-a]pyridine-1,8-dicarboxylate), CO (methanol), [OH-].[K+] (potassium hydroxide). Solvent: O (water). Product: C=1(C=CN2C1C(CCC2)C(=O)O)C(=O)O (5,6,7,8-tetrahydropyrrolo[1,2-a]pyridine-1,8-dicarboxylic acid). Reaction SMILES: [C:1]1([C:14]([O:16]C)=[O:15])[CH:2]=[CH:3][N:4]2[CH2:9][CH2:8][CH2:7][CH:6]([C:10]([O:12]C)=[O:11])[C:5]=12.CO.[OH-].[K+]>O>[C:1]1([C:14]([OH:16])=[O:15])[CH:2]=[CH:3][N:4]2[CH2:9][CH2:8][CH2:7][CH:6]([C:10]([OH:12])=[O:11])[C:5]=12 |f:2.3|. Reported procedure: A solution of 8.6 g. of dimethyl 5,6,7,8-tetrahydropyrrolo[1,2-a]pyridine-1,8-dicarboxylate in 100 ml. of methanol is treated with a solution of 9.0 g. of potassium hydroxide in 100 ml. of water, and the reaction mixture is refluxed for 24 hours. The cooled solution is evaporated to dryness at a temperature of 30° C. and the residue is dissolved in the minimum amount of saturated sodium chloride solution. The resultant solution is acidified with concentrated hydrochloric acid and the precipitate... Starting materials: O=C1CCC(=O)N1Br, ClCCl, COCOc1cc(O)ccc1F. Yields the product COCOc1cc(O)c(Br)cc1F. As a reaction SMILES: [Br:13][N:14]1[C:15](=[O:16])[CH2:17][CH2:18][C:19]1=[O:20].[Cl:21][CH2:22][Cl:23].[F:1][c:2]1[c:3]([O:9][CH2:10][O:11][CH3:12])[cH:4][c:5]([OH:8])[cH:6][cH:7]1>>[F:1][c:2]1[c:3]([O:9][CH2:10][O:11][CH3:12])[cH:4][c:5]([OH:8])[c:6]([Br:13])[cH:7]1. Yields the product C(CCCCCCC)OC1=C(C(=C(C(=O)O)C(=C1F)F)F)F (4-octyloxy-2,3,5,6-tetrafluorobenzoic acid). Starting materials: Cl (hydrochloric acid), C(CCCCCCC)OC1=C(C(=CC(=C1F)F)F)F (4-octyloxy-2,3,5,6-tetrafluorobenzene), C(=O)=O (dry ice), C(CCC)[Li].CCCCCC (n-butyllithium hexane). Conditions: temperature -78 celsius, time 2 hour. Procedure: 33.4 g of the compound (8) dissolved in 250 mL of THF were cooled at −78° C. in an argon atmosphere; thereto were then dripped 90 mL of a 1.6 M/L n-butyllithium/hexane solution, with stirring for 2 hours at the same temperature. After addition of a suitable amount of crushed dry ice, the temperature was raised to room temperature, followed by stirring overnight. 200 mL of 3N hydrochloric acid were then added under ice cooling, the organic layer was separated, and the aqueous layer was extracted ... As a reaction SMILES: [CH2:1]([O:9][C:10]1[C:15]([F:16])=[C:14]([F:17])[CH:13]=[C:12]([F:18])[C:11]=1[F:19])[CH2:2][CH2:3][CH2:4][CH2:5][CH2:6][CH2:7][CH3:8].C([Li])CCC.CCCCCC.[C:31](=[O:33])=[O:32].Cl>C1COCC1>[CH2:1]([O:9][C:10]1[C:11]([F:19])=[C:12]([F:18])[C:13]([C:31]([OH:33])=[O:32])=[C:14]([F:17])[C:15]=1[F:16])[CH2:2][CH2:3][CH2:4][CH2:5][CH2:6][CH2:7][CH3:8] |f:1.2|. The solvent is C1CCOC1 (THF). Starting materials: C(C)(C)(C)OC(C(CC=1C=NC=CC1)S(=O)(=O)C1=CC=C(C=C1)F)=O (2-(4-fluoro-benzenesulfonyl)-3-pyridin-3-ylpropionic acid tert-butyl ester), BrCC#CC (1-bromo-2-butyne). Product: FC1=CC=C(C=C1)S(=O)(=O)C(C(=O)O)(CC#CC)CC=1C=NC=CC1 (2-(4-Fluoro-benzenesulfonyl)-2-pyridin-3-ylmethyl-hex-4-ynoic Acid), product. The yield is 100.0%. Reaction SMILES: C([O:5][C:6](=[O:25])[CH:7]([S:15]([C:18]1[CH:23]=[CH:22][C:21]([F:24])=[CH:20][CH:19]=1)(=[O:17])=[O:16])[CH2:8][C:9]1[CH:10]=[N:11][CH:12]=[CH:13][CH:14]=1)(C)(C)C.Br[CH2:27][C:28]#[C:29][CH3:30]>>[F:24][C:21]1[CH:22]=[CH:23][C:18]([S:15]([C:7]([CH2:8][C:9]2[CH:10]=[N:11][CH:12]=[CH:13][CH:14]=2)([CH2:27][C:28]#[C:29][CH3:30])[C:6]([OH:5])=[O:25])(=[O:16])=[O:17])=[CH:19][CH:20]=1. Reported procedure: The title compound was prepared according to the procedure as outlined in Example 70. Starting from 2-(4-fluoro-benzenesulfonyl)-3-pyridin-3-ylpropionic acid tert-butyl ester (1.83 g, 5.0 mmol) and 1-bromo-2-butyne (0.67 g, 5.0 mmol), 2.18 g of the product was isolated. Yield 100%; yellowish gum; MS: 419.2 (M+H)+. The reactants are C1(=CC=CC=C1)C(C(C)=O)C1=CC=CC=C1 (1,1-diphenyl-2-propanone), N1C(NCCC1)=S (tetrahydro-2-pyrimidinethione), BrCC(C(C1=CC=CC=C1)C1=CC=CC=C1)=O (1-bromo-3,3-diphenyl-2-propanone), BrCC(C(C1=CC=CC=C1)C1=CC=CC=C1)=O (1-bromo-3,3-diphenyl-2-propanone). Solvent: CC(=O)C (acetone), CC(=O)C (acetone). Reaction conditions: time 48 hour. The product is Br.C1(=CC=CC=C1)C(C1(CSC=2N1CCCN2)O)C2=CC=CC=C2 (3-Diphenylmethyl-2,3,6,7,-tetrahydro-5H-thiazolo[3,2-a]pyrimidin-3-ol hydrobromide). RXN SMILES: [C:1]1([CH:7]([C:11]2[CH:16]=[CH:15][CH:14]=[CH:13][CH:12]=2)[C:8](=[O:10])[CH3:9])[CH:6]=[CH:5][CH:4]=[CH:3][CH:2]=1.[Br:17]CC(=O)C(C1C=CC=CC=1)C1C=CC=CC=1.[NH:34]1[CH2:39][CH2:38][CH2:37][NH:36][C:35]1=[S:40]>CC(C)=O>[BrH:17].[C:11]1([CH:7]([C:1]2[CH:2]=[CH:3][CH:4]=[CH:5][CH:6]=2)[C:8]2([OH:10])[N:36]3[CH2:37][CH2:38][CH2:39][N:34]=[C:35]3[S:40][CH2:9]2)[CH:12]=[CH:13][CH:14]=[CH:15][CH:16]=1 |f:4.5|. Procedure: A 2.1 g. portion of 1,1-diphenyl-2-propanone is converted to 1-bromo-3,3-diphenyl-2-propanone by the procedure of Example 22. The 1-bromo-3,3-diphenyl-2-propanone is dissolved in 15 ml. of acetone and added to a boiling mixture of 0.80 g. of tetrahydro-2-pyrimidinethione in 70 ml. of acetone. This mixture is allowed to stand for 48 hours and the resulting solid is collected by filtration, giving the desired product, m.p. 196°-198° C. Starting materials: C(N)(=O)C=1C=C2C=3C=CC=CC3N3C2=C(C1)C(C=C3)=O (2-carbamoyl-4H-pyrido[3,2,1-jk]carbazole-4-one), N(=O)[O-].[Na+] (sodium nitrite), O (water). Run in [N+](=O)(O)[O-] (nitric acid). Conditions: time 12 hour. The product is C(=O)(O)C=1C=C2C=3C=CC=CC3N3C2=C(C1)C(C=C3)=O (2-carboxy-4H-pyrido[3,2,1-jk]carbazole-4-one). Yield: 85.4%. As a reaction SMILES: [C:1]([C:4]1[CH:5]=[C:6]2[C:14]3=[C:15]([C:17](=[O:20])[CH:18]=[CH:19][N:13]3[C:12]3[CH:11]=[CH:10][CH:9]=[CH:8][C:7]2=3)[CH:16]=1)(=[O:3])N.N([O-])=[O:22].[Na+].O>[N+]([O-])(O)=O>[C:1]([C:4]1[CH:5]=[C:6]2[C:14]3=[C:15]([C:17](=[O:20])[CH:18]=[CH:19][N:13]3[C:12]3[CH:11]=[CH:10][CH:9]=[CH:8][C:7]2=3)[CH:16]=1)([OH:22])=[O:3] |f:1.2|. Procedure details: 2-carbamoyl-4H-pyrido[3,2,1-jk]carbazole-4-one (350 mg) produced in Example 174 was suspended in conc. nitric acid (13 ml), and sodium nitrite (1.84 g) was added to the suspension in an ice bath. The mixture was stirred at room temperature for 12 hours, and water was added to the reaction mixture. The crystals precipitated were recovered by filtration, and washed with methanol and ether in succession to obtain the title compound (300 mg, 85%).